Dataset: the Open Reaction Database (ORD), a public repository of structured organic reaction records. Task: describe an organic reaction: reactants, conditions, products, and yield Reactants: C1=CC(=CC=C1N)O (p-aminophenol), ClC1=C(C=C(C=C1)C(F)(F)F)[N+](=O)[O-] (4-chloro-3-nitro-benzotrifluoride). Solvent: C(C)(C)O (isopropyl alcohol). The product is [N+](=O)([O-])C1=C(NC2=CC=C(C=C2)O)C=CC(=C1)C(F)(F)F (4-(2-nitro-4-trifluoromethylanilino) phenol). Isolated yield 94.5%. As a reaction SMILES: [CH:1]1[C:6]([NH2:7])=[CH:5][CH:4]=[C:3]([OH:8])[CH:2]=1.Cl[C:10]1[CH:15]=[CH:14][C:13]([C:16]([F:19])([F:18])[F:17])=[CH:12][C:11]=1[N+:20]([O-:22])=[O:21]>C(O)(C)C>[N+:20]([C:11]1[CH:12]=[C:13]([C:16]([F:17])([F:18])[F:19])[CH:14]=[CH:15][C:10]=1[NH:7][C:6]1[CH:5]=[CH:4][C:3]([OH:8])=[CH:2][CH:1]=1)([O-:22])=[O:21]. Procedure: 6.0 g of p-aminophenol was dissolved in 60 ml of isopropyl alcohol. To the solution was added 6.0 g of 4-chloro-3-nitro-benzotrifluoride and the resulting solution was heated under reflux for 12 hours. After the reaction, the solvent was removed by distillation and the residue was dissolved in benzene. The resulting solution was filtered and the solvent was removed from the filtrate by distillation. Thus, 7.5 g of the desired product was obtained. Starting materials: C(C)(=O)O[C@@H]1C[C@H]2CC[C@H]3[C@]4(CC[C@H](C=C[N+](=O)[O-])[C@]4(CC[C@@H]3[C@]2(CC1)C)C)O (3β-acetoxy-21-nitro-5β-pregn-20-en-14β-ol), [BH4-].[Na+] (NaBH4), P(=O)(O)(O)[O-].[Na+] (sodium dihydrogenphosphate). Run in C(C)OCC (diethyl ether), C(C)O (ethanol). Conditions: time 1 hour. Product: C(C)(=O)O[C@@H]1C[C@H]2CC[C@H]3[C@]4(CC[C@H](CC[N+](=O)[O-])[C@]4(CC[C@@H]3[C@]2(CC1)C)C)O (3β-acetoxy-21-nitro-5β-pregnane-14β-ol). The yield is 96.2%. RXN SMILES: [C:1]([O:4][C@H:5]1[CH2:26][CH2:25][C@@:24]2([CH3:27])[C@H:7]([CH2:8][CH2:9][C@@H:10]3[C@@H:23]2[CH2:22][CH2:21][C@@:20]2([CH3:28])[C@:11]3([OH:29])[CH2:12][CH2:13][C@@H:14]2[CH:15]=[CH:16][N+:17]([O-:19])=[O:18])[CH2:6]1)(=[O:3])[CH3:2].[BH4-].[Na+].P([O-])(O)(O)=O.[Na+]>C(OCC)C.C(O)C>[C:1]([O:4][C@H:5]1[CH2:26][CH2:25][C@@:24]2([CH3:27])[C@H:7]([CH2:8][CH2:9][C@@H:10]3[C@@H:23]2[CH2:22][CH2:21][C@@:20]2([CH3:28])[C@:11]3([OH:29])[CH2:12][CH2:13][C@@H:14]2[CH2:15][CH2:16][N+:17]([O-:19])=[O:18])[CH2:6]1)(=[O:3])[CH3:2] |f:1.2,3.4|. Procedure details: To a solution of 13.86 g of 3β-acetoxy-21-nitro-5β-pregn-20-en-14β-ol (Eberlein W. et al., Chem. Ber., 1974, 107, 1275) in 440 ml of diethyl ether and 440 ml of ethanol, 2.86 g NaBH4 were added at room temperature. After 1 hr. the mixture was neutralized with aqueous sodium dihydrogenphosphate and extracted with methylene chloride. The organic layer was washed with water, dried over anhydrous sodium sulfate and evaporated to dryness to give 13.40 g of 3β-acetoxy-21-nitro-5β-pregnane-14β-ol. Starting materials: BrB(Br)Br, COc1ccc(Oc2ccnc(Nc3nc(C)cs3)c2)cc1, CC=C(C)C, ClCCl, [Na+], O=C([O-])O, O. Product: Cc1csc(Nc2cc(Oc3ccc(O)cc3)ccn2)n1. Reaction SMILES: [Br:23][B:24]([Br:25])[Br:26].[CH3:1][O:2][c:3]1[cH:4][cH:5][c:6]([O:7][c:8]2[cH:9][c:10]([NH:14][c:15]3[s:16][cH:17][c:18]([CH3:20])[n:19]3)[n:11][cH:12][cH:13]2)[cH:21][cH:22]1.[CH3:27][C:28](=[CH:29][CH3:30])[CH3:31].[Cl:38][CH2:39][Cl:40].[Na+:36].[O-:32][C:33]([OH:34])=[O:35].[OH2:37]>>[OH:2][c:3]1[cH:4][cH:5][c:6]([O:7][c:8]2[cH:9][c:10]([NH:14][c:15]3[s:16][cH:17][c:18]([CH3:20])[n:19]3)[n:11][cH:12][cH:13]2)[cH:21][cH:22]1. Reactants: CO, [Na+], CC(C)(C)OC(=O)N1C(=O)OC(c2csc(-c3ccccc3)n2)C1Cc1cccc(OC(F)(F)C(F)F)c1, [OH-], O. Reaction SMILES: [CH3:41][OH:42].[Na+:40].[O:1]=[C:2]1[O:3][CH:4]([c:28]2[n:29][c:30](-[c:33]3[cH:34][cH:35][cH:36][cH:37][cH:38]3)[s:31][cH:32]2)[CH:5]([CH2:14][c:15]2[cH:16][c:17]([O:21][C:22]([CH:23]([F:24])[F:25])([F:26])[F:27])[cH:18][cH:19][cH:20]2)[N:6]1[C:7](=[O:8])[O:9][C:10]([CH3:11])([CH3:12])[CH3:13].[OH-:39].[OH2:43]>>[OH:3][CH:4]([CH:5]([NH:6][C:7](=[O:8])[O:9][C:10]([CH3:11])([CH3:12])[CH3:13])[CH2:14][c:15]1[cH:16][c:17]([O:21][C:22]([CH:23]([F:24])[F:25])([F:26])[F:27])[cH:18][cH:19][cH:20]1)[c:28]1[n:29][c:30](-[c:33]2[cH:34][cH:35][cH:36][cH:37][cH:38]2)[s:31][cH:32]1. Product: CC(C)(C)OC(=O)NC(Cc1cccc(OC(F)(F)C(F)F)c1)C(O)c1csc(-c2ccccc2)n1.